Dataset: the Open Reaction Database (ORD), a public repository of structured organic reaction records. Task: describe an organic reaction: reactants, conditions, products, and yield Reactants: CCN=C=NCCCN(C)C (EDCI), CO (MeOH), C(C)(C)(C)OC(=O)C1=CC=C(C=C1)CC(=O)O ([4-(tert-Butoxycarbonyl)phenyl]acetic acid). The reagents and catalysts are CN(C)C=1C=CN=CC1 (DMAP). Solvent: C(Cl)Cl (CH2Cl2), C(Cl)Cl (CH2Cl2). Conditions: temperature 0 celsius, time 30 minute. The product is COC(CC1=CC=C(C(=O)OC(C)(C)C)C=C1)=O (tert-butyl 4-(2-methoxy-2-oxoethyl)benzoate). As a reaction SMILES: [C:1]([O:5][C:6]([C:8]1[CH:13]=[CH:12][C:11]([CH2:14][C:15]([OH:17])=[O:16])=[CH:10][CH:9]=1)=[O:7])([CH3:4])([CH3:3])[CH3:2].[CH3:18]CN=C=NCCCN(C)C.CO>CN(C1C=CN=CC=1)C.C(Cl)Cl>[CH3:18][O:16][C:15](=[O:17])[CH2:14][C:11]1[CH:10]=[CH:9][C:8]([C:6]([O:5][C:1]([CH3:4])([CH3:2])[CH3:3])=[O:7])=[CH:13][CH:12]=1. Procedure: [4-(tert-Butoxycarbonyl)phenyl]acetic acid (2.94 g, 12.4 mmol) and DMAP (152 mg, 1.24 mmol) were dissolved in CH2Cl2 (50 mL) and cooled to 0° C. EDCI (3.10 g, 16.2 mmol) and MeOH (660 μL, 16.2 mmol) were added. After stirring for 30 min at 0° C., the reaction was allowed to warm to room temperature and stirred 2 h. The mixture was then diluted with CH2Cl2, washed (sat. NaHCO3, brine), dried (MgSO4), and concentrated. Flash chromatography on silica gel (0-10% EtOAc/hexanes) afforded tert-butyl 4-...